The task is: describe an organic reaction: reactants, conditions, products, and yield. This data is from the Open Reaction Database (ORD), a public repository of structured organic reaction records. Reactants: BrC=1C=CC(=NC1)CN1C(C2=CC=CC=C2C1=O)=O (2-((5-bromopyridin-2-yl)methyl)isoindoline-1,3-dione), O.NN (hydrazine monohydrate). The solvent is CCO (EtOH). Run at temperature 70 celsius. The product is BrC=1C=CC(=NC1)CN ((5-bromopyridin-2-yl)methanamine). Isolated yield 97.9%. Reaction SMILES: [Br:1][C:2]1[CH:3]=[CH:4][C:5]([CH2:8][N:9]2C(=O)C3C(=CC=CC=3)C2=O)=[N:6][CH:7]=1.O.NN>CCO>[Br:1][C:2]1[CH:3]=[CH:4][C:5]([CH2:8][NH2:9])=[N:6][CH:7]=1 |f:1.2|. Procedure details: A mixture of 2-((5-bromopyridin-2-yl)methyl)isoindoline-1,3-dione from Step 1 of Example 265 (630 mg, 1.987 mmol) and hydrazine monohydrate (0.484 mL, 9.93 mmol) was heated to 70° C. for 1.5 hr. A thick suspension formed. after cooling to rt, the reaction mixture was diluted with 20 ml of EtOH, filtered and the filter cake was washed with EtOH. The filtrate was concentrated to ⅓ volume and was refiltered. Concentration of that filtrate afforded (5-bromopyridin-2-yl)methanamine (364 mg, 1.946 mmo...